Task: describe an organic reaction: reactants, conditions, products, and yield. Dataset: the Open Reaction Database (ORD), a public repository of structured organic reaction records Reactants: C[Si](CCOCN(C1=CC(=NC=2N1N=CC2C=2C=NC(=CC2)C2=CC=CC=C2)C2=CCC(CC2)(C(=O)OCC)C)COCC[Si](C)(C)C)(C)C (Ethyl 4-(7-(bis((2-(trimethylsilyl)ethoxy)methyl)amino)-3-(6-phenylpyridin-3-yl)pyrazolo[1,5-a]pyrimidin-5-yl)-1-methylcyclohex-3-enecarboxylate), C1CC(=O)N(C1=O)Br (NBS). Run in C(C)#N (acetonitrile). Reaction conditions: time 3 hour. Yields the product C[Si](CCOCN(C1=C(C(=NC=2N1N=CC2C=2C=NC(=CC2)C2=CC=CC=C2)C2=CCC(CC2)(C(=O)OCC)C)Br)COCC[Si](C)(C)C)(C)C (ethyl 4-(7-(bis((2-(trimethylsilyl)ethoxy)methyl)amino)-6-bromo-3-(6-phenylpyridin-3-yl)pyrazolo[1,5-a]pyrimidin-5-yl)-1-methylcyclohex-3-enecarboxylate). The yield is 82.7%. RXN SMILES: [CH3:1][Si:2]([CH3:50])([CH3:49])[CH2:3][CH2:4][O:5][CH2:6][N:7]([CH2:41][O:42][CH2:43][CH2:44][Si:45]([CH3:48])([CH3:47])[CH3:46])[C:8]1[N:13]2[N:14]=[CH:15][C:16]([C:17]3[CH:18]=[N:19][C:20]([C:23]4[CH:28]=[CH:27][CH:26]=[CH:25][CH:24]=4)=[CH:21][CH:22]=3)=[C:12]2[N:11]=[C:10]([C:29]2[CH2:34][CH2:33][C:32]([CH3:40])([C:35]([O:37][CH2:38][CH3:39])=[O:36])[CH2:31][CH:30]=2)[CH:9]=1.C1C(=O)N([Br:58])C(=O)C1>C(#N)C>[CH3:46][Si:45]([CH3:48])([CH3:47])[CH2:44][CH2:43][O:42][CH2:41][N:7]([CH2:6][O:5][CH2:4][CH2:3][Si:2]([CH3:1])([CH3:49])[CH3:50])[C:8]1[N:13]2[N:14]=[CH:15][C:16]([C:17]3[CH:18]=[N:19][C:20]([C:23]4[CH:28]=[CH:27][CH:26]=[CH:25][CH:24]=4)=[CH:21][CH:22]=3)=[C:12]2[N:11]=[C:10]([C:29]2[CH2:34][CH2:33][C:32]([CH3:40])([C:35]([O:37][CH2:38][CH3:39])=[O:36])[CH2:31][CH:30]=2)[C:9]=1[Br:58]. Reported procedure: Ethyl 4-(7-(bis((2-(trimethylsilyl)ethoxy)methyl)amino)-3-(6-phenylpyridin-3-yl)pyrazolo[1,5-a]pyrimidin-5-yl)-1-methylcyclohex-3-enecarboxylate (Int-18f, 152 mg, 0.212 mmol) was dissolved in acetonitrile (5 mL) and NBS (38 mg, 0.212 mmol) was added. The mixture was stirred at room temperature for 3 h and then concentrated. The residue was purified with a column (silica gel, 0-30% ethyl acetate in hexane) which gave ethyl 4-(7-(bis((2-(trimethylsilyl)ethoxy)methyl)amino)-6-bromo-3-(6-phenylpyrid...